Dataset: the Open Reaction Database (ORD), a public repository of structured organic reaction records. Task: describe an organic reaction: reactants, conditions, products, and yield The reactants are C(C)C1=C(N)C=CC=C1CC (2,3-diethylaniline), C1OC=2C=C3NC(C(NC3=CC2O1)=O)=O (6,7-Methylenedioxy-1,4-dihydroquinoxaline-2,3-dione), C1OC=2C=C3NC(C(NC3=CC2O1)=O)=O (6,7-Methylenedioxy-1,4-dihydroquinoxaline-2,3-dione), C10H8ClN3O4, [N+](=O)(O)[O-] (HNO3), ice, ClC=1C=C2NCC(NC2=CC1CC)=O (6-Chloro-7-ethyl-3,4-dihydroquinoxaline-2-one). The solvent is C(F)(F)(F)C(=O)O (CF3CO2H). Conditions: time 10 minute. The product is ClC=1C(=C2NC(C(NC2=CC1CC)=O)=O)[N+](=O)[O-] (6-Chloro-7-ethyl-5-nitro-1,4-dihydroquinoxaline-2,3-dione). Reaction SMILES: [Cl:1][C:2]1[CH:3]=[C:4]2[C:9](=[CH:10][C:11]=1[CH2:12][CH3:13])[NH:8][C:7](=[O:14])[CH2:6][NH:5]2.[N+:15]([O-])([OH:17])=[O:16].C1OC2C=C3C(NC(=O)C(=O)N3)=CC=2[O:20]1.C(C1C(CC)=CC=CC=1N)C>C(C(O)=O)(F)(F)F>[Cl:1][C:2]1[C:3]([N+:15]([O-:17])=[O:16])=[C:4]2[C:9](=[CH:10][C:11]=1[CH2:12][CH3:13])[NH:8][C:7](=[O:14])[C:6](=[O:20])[NH:5]2. Procedure: To a solution of 137 mg (0.65 mmol) of 36 in 4 mL of CF3CO2H kept in an ice bath was added dropwise 0.4 mL of fuming HNO3. The solution was stirred in the ice bath for 1 h and at room temperature overnight. It was evaporated and the residue was treated with 6 mL of water and stirred for 10 min. The mixture was filtered, washed with water, and dried to leave a yellow solid, 140 mg (80%); mp>330° C.; 1H NMR (DMSO-d6), 1.161 (t, 3, J=7.4), 2.712 (q, 2, J=7.6), 7.192 (s, 1), 12.209 (mb 2). MS, 269 (... The reactants are O1C(=CC=C1)C1=NN2C(=NC=3C=CC=CC3C2=N1)SC (2-(2-Furyl)-5-methylthio-[1,2,4]triazolo[1,5-c]quinazoline), C(C)N (ethylamine), 100. Solvent: C(C)O (ethanol). The product is C(C)N=C1NC=2C=CC=CC2C=2N1N=C(N2)C=2OC=CC2 (5-ethylimino-2-(2-furyl)-5,6-dihydro-[1,2,4]triazolo[1,5-c]quinazoline). As a reaction SMILES: [O:1]1[CH:5]=[CH:4][CH:3]=[C:2]1[C:6]1[N:18]=[C:17]2[N:8]([C:9](SC)=[N:10][C:11]3[CH:12]=[CH:13][CH:14]=[CH:15][C:16]=32)[N:7]=1.[CH2:21]([NH2:23])[CH3:22]>C(O)C>[CH2:21]([N:23]=[C:9]1[N:8]2[N:7]=[C:6]([C:2]3[O:1][CH:5]=[CH:4][CH:3]=3)[N:18]=[C:17]2[C:16]2[CH:15]=[CH:14][CH:13]=[CH:12][C:11]=2[NH:10]1)[CH3:22]. Procedure details: 2-(2-Furyl)-5-methylthio-[1,2,4]triazolo[1,5-c]quinazoline (1.41 g) is placed in a stainless steel pressure vessel with ethanol (200 ml) and 70% aqueous ethylamine (100 ml) and heated to an outside temperature of 150°. It reaches a pressure of 100 p.s.i. and is maintained at that pressure and temperature for 16 hours. It is cooled and the material concentrated to dryness at reduced pressure The residual solid is recrystallized from methanol to afford pure 5-ethylimino-2-(2-furyl)-5,6-dihydro-[1,... Reactants: C1CCOC1, COC(=O)c1cccc2[nH]c(C(Cl)(Cl)Cl)nc12, ClCCl, Nc1ccc(C(=O)N2CCCC2)cc1F, [Na+], O=C([O-])O, O. Yields the product COC(=O)c1cccc2[nH]c(C(=O)Nc3ccc(C(=O)N4CCCC4)cc3F)nc12. Reaction SMILES: [CH2:38]1[O:39][CH2:40][CH2:41][CH2:42]1.[CH3:21][O:22][C:23](=[O:24])[c:25]1[cH:26][cH:27][cH:28][c:29]2[nH:30][c:31]([C:34]([Cl:35])([Cl:36])[Cl:37])[n:32][c:33]12.[Cl:44][CH2:45][Cl:46].[NH2:1][c:2]1[c:3]([F:15])[cH:4][c:5]([C:8](=[O:9])[N:10]2[CH2:11][CH2:12][CH2:13][CH2:14]2)[cH:6][cH:7]1.[Na+:20].[O-:16][C:17]([OH:18])=[O:19].[OH2:43]>>[NH:1]([c:2]1[c:3]([F:15])[cH:4][c:5]([C:8](=[O:9])[N:10]2[CH2:11][CH2:12][CH2:13][CH2:14]2)[cH:6][cH:7]1)[C:34](=[O:16])[c:31]1[nH:30][c:29]2[cH:28][cH:27][cH:26][c:25]([C:23]([O:22][CH3:21])=[O:24])[c:33]2[n:32]1.